This data is from the Open Reaction Database (ORD), a public repository of structured organic reaction records. The task is: describe an organic reaction: reactants, conditions, products, and yield The reactants are CN(S(=O)(=O)CCN1C(C(=C(C2=NC=CC=C12)O)C(=O)OC)=O)C (methyl 1-{2-[(dimethylamino)sulfonyl]ethyl}-4-hydroxy-2-oxo-1,2-dihydro-1,5-naphthyridine-3-carboxylate), FC1=CC(=C(C=C1)CN)SC (1-[4-fluoro-2-(methylthio)phenyl]methanamine). Run in CCO (EtOH). The product is CN(S(=O)(=O)CCN1C(C(=C(C2=NC=CC=C12)O)C(=O)NCC1=C(C=C(C=C1)F)SC)=O)C (1-{2-[(dimethylamino)sulfonyl]ethyl}-N-[4-fluoro-2-(methylthio)benzyl]-4-hydroxy-2-oxo-1,2-dihydro-1,5-naphthyridine-3-carboxamide). RXN SMILES: [CH3:1][N:2]([CH3:24])[S:3]([CH2:6][CH2:7][N:8]1[C:17]2[C:12](=[N:13][CH:14]=[CH:15][CH:16]=2)[C:11]([OH:18])=[C:10]([C:19](OC)=[O:20])[C:9]1=[O:23])(=[O:5])=[O:4].[F:25][C:26]1[CH:31]=[CH:30][C:29]([CH2:32][NH2:33])=[C:28]([S:34][CH3:35])[CH:27]=1>CCO>[CH3:1][N:2]([CH3:24])[S:3]([CH2:6][CH2:7][N:8]1[C:17]2[C:12](=[N:13][CH:14]=[CH:15][CH:16]=2)[C:11]([OH:18])=[C:10]([C:19]([NH:33][CH2:32][C:29]2[CH:30]=[CH:31][C:26]([F:25])=[CH:27][C:28]=2[S:34][CH3:35])=[O:20])[C:9]1=[O:23])(=[O:5])=[O:4]. Reported procedure: In a manner similar to that described in Example 2, methyl 1-{2-[(dimethylamino)sulfonyl]ethyl}-4-hydroxy-2-oxo-1,2-dihydro-1,5-naphthyridine-3-carboxylate (0.3 g, 0.84 mmol) was suspended in 8 mL of absolute EtOH and treated with 1-[4-fluoro-2-(methylthio)phenyl]methanamine (0.21 g, 1.3 mmol). The mixture was brought to reflux for 4.5 hours, cooled, and the solids collected and washed with a little cold EtOH to give the product as a white solid. Reactants: O=C(O)CCCCCCCCCCCCC(=O)OCc1ccccc1, C(=NC1CCCCC1)=NC1CCCCC1, C1CCOC1, C1CCOC1, O=C1CCC(=O)N1O. Yields the product O=C(CCCCCCCCCCCCC(=O)ON1C(=O)CCC1=O)OCc1ccccc1. RXN SMILES: [CH2:1]([c:2]1[cH:3][cH:4][cH:5][cH:6][cH:7]1)[O:8][C:9]([CH2:10][CH2:11][CH2:12][CH2:13][CH2:14][CH2:15][CH2:16][CH2:17][CH2:18][CH2:19][CH2:20][CH2:21][C:22](=[O:23])[OH:24])=[O:25].[CH:39]1([N:40]=[C:41]=[N:42][CH:43]2[CH2:44][CH2:45][CH2:46][CH2:47][CH2:48]2)[CH2:49][CH2:50][CH2:51][CH2:52][CH2:53]1.[O:26]1[CH2:27][CH2:28][CH2:29][CH2:30]1.[O:54]1[CH2:55][CH2:56][CH2:57][CH2:58]1.[OH:31][N:32]1[C:33](=[O:38])[CH2:34][CH2:35][C:36]1=[O:37]>>[CH2:1]([c:2]1[cH:3][cH:4][cH:5][cH:6][cH:7]1)[O:8][C:9]([CH2:10][CH2:11][CH2:12][CH2:13][CH2:14][CH2:15][CH2:16][CH2:17][CH2:18][CH2:19][CH2:20][CH2:21][C:22](=[O:23])[O:24][N:32]1[C:33](=[O:38])[CH2:34][CH2:35][C:36]1=[O:37])=[O:25]. The reactants are O=C1CCC(=O)N1Br, CC(=O)OC1COC(n2cnc3cc(Cl)c(C)cc32)C(OC(C)=O)C1OC(C)=O, C1CCOC1. Yields the product CC(=O)OC1COC(n2c(Br)nc3cc(Cl)c(C)cc32)C(OC(C)=O)C1OC(C)=O. As a reaction SMILES: [Br:30][N:31]1[C:32](=[O:33])[CH2:34][CH2:35][C:36]1=[O:37].[Cl:1][c:2]1[cH:3][c:4]2[c:5]([n:6]([CH:9]3[CH:10]([O:11][C:12]([CH3:13])=[O:14])[CH:15]([O:16][C:17]([CH3:18])=[O:19])[CH:20]([O:21][C:22]([CH3:23])=[O:24])[CH2:25][O:26]3)[cH:7][n:8]2)[cH:27][c:28]1[CH3:29].[O:38]1[CH2:39][CH2:40][CH2:41][CH2:42]1>>[Cl:1][c:2]1[cH:3][c:4]2[c:5]([n:6]([CH:9]3[CH:10]([O:11][C:12]([CH3:13])=[O:14])[CH:15]([O:16][C:17]([CH3:18])=[O:19])[CH:20]([O:21][C:22]([CH3:23])=[O:24])[CH2:25][O:26]3)[c:7]([Br:30])[n:8]2)[cH:27][c:28]1[CH3:29]. Reactants: [N+](=O)(O)[O-] (nitric acid), CC=1OC2=C(C=CC=C2C(C1)=O)C (2,8-dimethyl-4H-chromen-4-one), ice water. Run in S(O)(O)(=O)=O (sulfuric acid). Run at time 1 hour. Product: CC=1OC2=C(C=CC(=C2C(C1)=O)[N+](=O)[O-])C (2,8-Dimethyl-5-nitro-4H-chromen-4-one). Reaction SMILES: [CH3:1][C:2]1[O:3][C:4]2[C:9]([C:10](=[O:12])[CH:11]=1)=[CH:8][CH:7]=[CH:6][C:5]=2[CH3:13].[N+:14]([O-])([OH:16])=[O:15]>S(=O)(=O)(O)O>[CH3:1][C:2]1[O:3][C:4]2[C:9]([C:10](=[O:12])[CH:11]=1)=[C:8]([N+:14]([O-:16])=[O:15])[CH:7]=[CH:6][C:5]=2[CH3:13]. Reported procedure: 2 g (11.48 mmol) of 2,8-dimethyl-4H-chromen-4-one are dissolved in 15 ml of concentrated sulfuric acid and, at 0° C., 0.7 g (11.48 mmol) of fuming nitric acid is added, during which the temperature should not exceed 5° C. The mixture is then stirred at room temperature for 1 h. The reaction mixture is poured into ice-water, whereupon a colorless solid precipitates. This is filtered off and washed several times with water and ice-cold methanol. 2.3 g (90.8% of theory) of the title compound are ob... Reaction SMILES: [C:22]([O:23][CH2:24][CH3:25])(=[O:26])[CH3:27].[CH:29]([Cl:30])([Cl:31])[Cl:32].[F:1][C:2]([c:3]1[cH:4][cH:5][c:6](-[c:9]2[cH:10][c:11]([CH2:14][OH:15])[n:12][nH:13]2)[cH:7][cH:8]1)([F:16])[F:17].[OH2:28].[S:18]([Cl:19])([Cl:20])=[O:21]>>[F:1][C:2]([c:3]1[cH:4][cH:5][c:6](-[c:9]2[cH:10][c:11]([CH2:14][Cl:20])[n:12][nH:13]2)[cH:7][cH:8]1)([F:16])[F:17]. Reactants: CCOC(C)=O, ClC(Cl)Cl, OCc1cc(-c2ccc(C(F)(F)F)cc2)[nH]n1, O, O=S(Cl)Cl. Product: FC(F)(F)c1ccc(-c2cc(CCl)n[nH]2)cc1.